The task is: describe an organic reaction: reactants, conditions, products, and yield. This data is from the Open Reaction Database (ORD), a public repository of structured organic reaction records. Reactants: C#CCCCCCC (1-octyne), C(CCC)[Li] (n-butyl lithium), CCCCCC (hexane), BrC1=CC=C(O1)C=O (5-bromofuran-2-carboxaldehyde), ( 0 ), Cl (hydrochloric acid). The reagents and catalysts are [Cl-].[Zn+2].[Cl-] (zinc chloride). Run in C1CCOC1 (THF), C1CCOC1 (THF), C1CCOC1 (THF), C=1C=CC(=CC1)[P](C=2C=CC=CC2)(C=3C=CC=CC3)[Pd]([P](C=4C=CC=CC4)(C=5C=CC=CC5)C=6C=CC=CC6)([P](C=7C=CC=CC7)(C=8C=CC=CC8)C=9C=CC=CC9)[P](C=1C=CC=CC1)(C=1C=CC=CC1)C=1C=CC=CC1 (tetrakis), C1CCOC1 (THF). Yields the product C(#CCCCCCC)C1=CC=C(O1)C=O (5-(1-Octynyl)furan-2-carboxaldehyde). Yield: 66.9%. Reaction SMILES: [CH:1]#[C:2][CH2:3][CH2:4][CH2:5][CH2:6][CH2:7][CH3:8].C([Li])CCC.CCCCCC.Br[C:21]1[O:25][C:24]([CH:26]=[O:27])=[CH:23][CH:22]=1.Cl>C1COCC1.C1C=CC([P]([Pd]([P](C2C=CC=CC=2)(C2C=CC=CC=2)C2C=CC=CC=2)([P](C2C=CC=CC=2)(C2C=CC=CC=2)C2C=CC=CC=2)[P](C2C=CC=CC=2)(C2C=CC=CC=2)C2C=CC=CC=2)(C2C=CC=CC=2)C2C=CC=CC=2)=CC=1.[Cl-].[Zn+2].[Cl-]>[C:1]([C:21]1[O:25][C:24]([CH:26]=[O:27])=[CH:23][CH:22]=1)#[C:2][CH2:3][CH2:4][CH2:5][CH2:6][CH2:7][CH3:8] |f:7.8.9,^1:37,39,58,77|. Procedure: To a solution of 1-octyne (5.5 g, 50 mmole) in dry THF (40 ml) at -30° C. was added n-butyl lithium in hexane (1.05 eq). After warming to 0° C. over 1 hr a solution of zinc chloride (6.95 g, 50 mmole) in THF (50 ml) was added and temperature raised to room temperature over 1/2 hr. Sequentially, solutions of 5-bromofuran-2-carboxaldehyde (8.75 g, 50 mmole) in THF (20 ml) and tetrakis triphenylphosphinepalladium (0) (5.7 g, 10%) in THF (50 ml) were added. The mixture was heated to reflux for 2 hr ... Reactants: C(C)(=O)O[C@@H]1[C@]2(C)[C@@H](CC1)[C@@H]1C=CC3=CC(CC[C@@H]3[C@H]1CC2)=O ((17 beta)-17-(acetyloxy)estra-4,6-dien-3-one), C1CCOC1 (THF), [NH4+].[Cl-] (NH4Cl). Reaction conditions: time 0.5 hour. Yields the product crude product, C(C)(=O)O[C@@H]1[C@]2(C)[C@@H](CC1)[C@@H]1[C@@H](CC3=CC(CC[C@@H]3[C@H]1CC2)=O)CCC ((7-alpha,17 beta)-17-(acetyloxy)-7-propylestr-4-en-3-one). As a reaction SMILES: [C:1]([O:4][C@H:5]1[CH2:10][CH2:9][C@H:8]2[C@H:11]3[C@H:20]([CH2:21][CH2:22][C@:6]12[CH3:7])[C@@H:19]1[C:14](=[CH:15][C:16](=[O:23])[CH2:17][CH2:18]1)[CH:13]=[CH:12]3)(=[O:3])[CH3:2].[NH4+].[Cl-].[CH2:26]1[CH2:30]OC[CH2:27]1>>[C:1]([O:4][C@H:5]1[CH2:10][CH2:9][C@H:8]2[C@H:11]3[C@H:20]([CH2:21][CH2:22][C@:6]12[CH3:7])[C@@H:19]1[C:14](=[CH:15][C:16](=[O:23])[CH2:17][CH2:18]1)[CH2:13][C@H:12]3[CH2:27][CH2:26][CH3:30])(=[O:3])[CH3:2] |f:1.2|. Procedure details: After stirring for an additional 0.5 hr , a solution of 5.2 g of (17 beta)-17-(acetyloxy)estra-4,6-dien-3-one (1) in 20 ml of THF was added dropwise at −40 C. Upon stirring for an additional 15 minutes the reaction was complete, and the mixture was poured onto 300 ml of saturated NH4Cl solution, followed by extraction with ethyl acetate. The organic material, isolated after washing, drying and evaporation of the solvent, was taken up in 30 ml of THF and stirred in the presence of 3 ml of 6N H2SO... Starting materials: S(O)(O)(=O)=O, c1c(nn2c1c(nc(c2)c1cnn(c1)C)O)C(=O)O. The reagents and catalysts are c1ccc(cc1)-c2c3ccccc3cc4ccccc24 (9-Phenylanthracene). The solvent is O (Water). Conditions: temperature 150 celsius, time 18 hour. The product is Cn1cc(cn1)c2cn3nccc3c(O)n2. RXN SMILES: [CH3:1][n:2]1[n:6][cH:5][c:4]([c:7]2[n:16][c:14]([OH:15])[c:13]([n:9]3[cH:8]2)[cH:12][c:11](C(O)=O)[n:10]3)[cH:3]1>>[CH3:1][n:2]1[n:6][cH:5][c:4]([c:7]2[n:16][c:14]([OH:15])[c:13]([n:9]3[cH:8]2)[cH:12][cH:11][n:10]3)[cH:3]1. Reactants: CCOCCBr, Cc1cc(Br)cc(C)c1O, [H-], [I-], [Na+], [Na+], CN(C)C=O, O. The product is CCOCCOc1c(C)cc(Br)cc1C. RXN SMILES: [Br:13][CH2:14][CH2:15][O:16][CH2:17][CH3:18].[Br:1][c:2]1[cH:3][c:4]([CH3:10])[c:5]([OH:9])[c:6]([CH3:8])[cH:7]1.[H-:11].[I-:20].[Na+:12].[Na+:19].[O:21]=[CH:22][N:23]([CH3:24])[CH3:25].[OH2:26]>>[Br:1][c:2]1[cH:3][c:4]([CH3:10])[c:5]([O:9][CH2:14][CH2:15][O:16][CH2:17][CH3:18])[c:6]([CH3:8])[cH:7]1. Reactants: C1(=CC=CC=C1)N1N=C2C3=C(NC=C2C1=O)NC=C3 (2-Phenyl-5,6-dihydropyrazolo[3,4-d]pyrrolo[2,3-b]pyridin-3(2H)-one), C(C)(C)N(CC)C(C)C (di-iso-propylethylamine), C(C)N=C=S (ethylisothiocyanate). Run in CN(C=O)C (dimethylformamide). Run at temperature 100 celsius, time 3 hour. The product is C(C)NC(=S)N1C=CC2=C1NC=C1C2=NN(C1=O)C1=CC=CC=C1 (N-ethyl-3-oxo-2-phenyl-2,3-dihydropyrazolo[3,4-d]pyrrolo[2,3-b]pyridine-6(5H)-carbothioamide). RXN SMILES: [C:1]1([N:7]2[C:15](=[O:16])[C:14]3[C:9]([C:10]4[CH:19]=[CH:18][NH:17][C:11]=4[NH:12][CH:13]=3)=[N:8]2)[CH:6]=[CH:5][CH:4]=[CH:3][CH:2]=1.C(N(C(C)C)CC)(C)C.[CH2:29]([N:31]=[C:32]=[S:33])[CH3:30]>CN(C)C=O>[CH2:29]([NH:31][C:32]([N:17]1[C:11]2[NH:12][CH:13]=[C:14]3[C:15](=[O:16])[N:7]([C:1]4[CH:2]=[CH:3][CH:4]=[CH:5][CH:6]=4)[N:8]=[C:9]3[C:10]=2[CH:19]=[CH:18]1)=[S:33])[CH3:30]. Procedure details: To a solution of pyrrolo-pyridine 16 in dimethylformamide under an atmosphere of nitrogen and 3 equivalents of di-iso-propylethylamine (3 eq.) was added 3 equivalents of ethylisothiocyanate. The reaction mixture was stirred in a microwave at 100° C. for 3 hours. The crude reaction mixture was concentrated in vacuo and purified by column chromatography to afford compound 17e. 1H NMR (400 MHz, DMSO-d6) δ ppm 1.22-1.42 (m, 3H) 3.68-3.93 (m, 2H) 6.72-6.90 (m, 1H) 7.19-7.38 (m, 1H) 7.42-7.64 (m, 2H) ... Starting materials: N#CCC(=O)O, C(=NC1CCCCC1)=NC1CCCCC1, Nc1ccc(Cl)nc1, C1CCOC1. Product: N#CCC(=O)Nc1ccc(Cl)nc1. As a reaction SMILES: [C:1](#[N:2])[CH2:3][C:4](=[O:5])[OH:6].[CH:7]1([N:8]=[C:9]=[N:10][CH:11]2[CH2:12][CH2:13][CH2:14][CH2:15][CH2:16]2)[CH2:17][CH2:18][CH2:19][CH2:20][CH2:21]1.[NH2:22][c:23]1[cH:24][cH:25][c:26]([Cl:29])[n:27][cH:28]1.[O:30]1[CH2:31][CH2:32][CH2:33][CH2:34]1>>[C:1](#[N:2])[CH2:3][C:4](=[O:6])[NH:22][c:23]1[cH:24][cH:25][c:26]([Cl:29])[n:27][cH:28]1. Reported procedure: Concentrated sulphuric acid (1 mL) was added to a solution of 2-amino-4-methyl-benzoic acid (1.0 g, 6.62 mmol) in dry methanol (10 mL) at 0° C., and then heated at reflux for 16 hr. The mixture was cooled to room temperature and concentrated in vacuo. The crude compound was diluted with water (25 mL) and basified with sodium bicarbonate (10 mL). The aqueous layer was extracted with ethyl acetate (2×50 mL) and the combined organic layers were washed with water (50 mL), brine (50 mL) and dried ove... Starting materials: S(O)(O)(=O)=O (sulphuric acid), NC1=C(C(=O)O)C=CC(=C1)C (2-amino-4-methyl-benzoic acid), CO (methanol). The yield is 82.0%. As a reaction SMILES: S(=O)(=O)(O)O.[NH2:6][C:7]1[CH:15]=[C:14]([CH3:16])[CH:13]=[CH:12][C:8]=1[C:9]([OH:11])=[O:10].[CH3:17]O>>[CH3:17][O:10][C:9](=[O:11])[C:8]1[CH:12]=[CH:13][C:14]([CH3:16])=[CH:15][C:7]=1[NH2:6]. The product is COC(C1=C(C=C(C=C1)C)N)=O (2-amino-4-methyl-benzoic acid methyl ester). Reactants: COCCOc1ccn2c(-c3ccc4cccc(Br)c4n3)cnc2c1, O=C([O-])[O-], Cc1ccccc1, ClCCl, [Cs+], [Cs+], CC(C)(C)OC(=O)N1CCC(N)C1, CC(=O)[O-], CC(=O)[O-], [Pd+2]. The product is COCCOc1ccn2c(-c3ccc4cccc(NC5CCN(C(=O)OC(C)(C)C)C5)c4n3)cnc2c1. As a reaction SMILES: [Br:1][c:2]1[cH:3][cH:4][cH:5][c:6]2[cH:7][cH:8][c:9](-[c:12]3[cH:13][n:14][c:15]4[n:16]3[cH:17][cH:18][c:19]([O:21][CH2:22][CH2:23][O:24][CH3:25])[cH:20]4)[n:10][c:11]12.[C:39](=[O:40])([O-:41])[O-:42].[CH3:48][c:49]1[cH:50][cH:51][cH:52][cH:53][cH:54]1.[Cl:45][CH2:46][Cl:47].[Cs+:43].[Cs+:44].[NH2:26][CH:27]1[CH2:28][N:29]([C:32](=[O:33])[O:34][C:35]([CH3:36])([CH3:37])[CH3:38])[CH2:30][CH2:31]1.[O-:56][C:57]([CH3:58])=[O:59].[O-:60][C:61]([CH3:62])=[O:63].[Pd+2:55]>>[c:2]1([NH:26][CH:27]2[CH2:28][N:29]([C:32](=[O:33])[O:34][C:35]([CH3:36])([CH3:37])[CH3:38])[CH2:30][CH2:31]2)[cH:3][cH:4][cH:5][c:6]2[cH:7][cH:8][c:9](-[c:12]3[cH:13][n:14][c:15]4[n:16]3[cH:17][cH:18][c:19]([O:21][CH2:22][CH2:23][O:24][CH3:25])[cH:20]4)[n:10][c:11]12.